The task is: describe an organic reaction: reactants, conditions, products, and yield. This data is from the Open Reaction Database (ORD), a public repository of structured organic reaction records. Reactants: O.C=1(C(=CC=CC1)S(=O)(=O)O)C (toluenesulfonic acid monohydrate), CC[C@H]1[C@H]([C@@H](C/C(=C/C=C/[C@@H]([C@H](OC(=O)/C(=C/C(=C/[C@H]([C@H]1O)C)/C)/OC)[C@@H](C)[C@H]([C@H](C)[C@H]2C[C@H]([C@@H]([C@H](O2)/C=C/C)C)O[C@H]3C[C@H]([C@@H]([C@H](O3)C)OC(=O)N)O)O)OC)/C)C)O (21-deoxyconcanamycin A), C(=O)(O)[O-].[Na+] (NaHCO3). Run in CC#N.O (CH3CN H2O). Reaction conditions: temperature 38 celsius, time 12 hour. The product is CC[C@H]1[C@H]([C@@H](C/C(=C/C=C/[C@@H]([C@H](OC(=O)/C(=C/C(=C/[C@H]([C@H]1O)C)/C)/OC)[C@@H](C)[C@H]([C@H](C)[C@H]2C[C@H]([C@@H]([C@H](O2)/C=C/C)C)O)O)OC)/C)C)O (21-deoxyconcanolide A), starting material. The yield is 32.8%. As a reaction SMILES: O.C1(C)C(S(O)(=O)=O)=CC=CC=1.[CH3:13][CH2:14][C@@H:15]1[C@H:33]([OH:34])[C@H:32]([CH3:35])[CH:31]=[C:30]([CH3:36])[CH:29]=[C:28]([O:37][CH3:38])[C:26](=[O:27])[O:25][C@H:24]([C@H:39]([C@@H:41]([OH:67])[C@@H:42]([C@@H:44]2[O:49][C@H:48](/[CH:50]=[CH:51]/[CH3:52])[C@@H:47]([CH3:53])[C@H:46]([O:54][C@@H]3O[C@H](C)[C@@H](OC(N)=O)[C@H](O)C3)[CH2:45]2)[CH3:43])[CH3:40])[C@@H:23]([O:68][CH3:69])[CH:22]=[CH:21][CH:20]=[C:19]([CH3:70])[CH2:18][C@@H:17]([CH3:71])[C@@H:16]1[OH:72].C([O-])(O)=O.[Na+]>CC#N.O>[CH3:13][CH2:14][C@@H:15]1[C@H:33]([OH:34])[C@H:32]([CH3:35])[CH:31]=[C:30]([CH3:36])[CH:29]=[C:28]([O:37][CH3:38])[C:26](=[O:27])[O:25][C@H:24]([C@H:39]([C@@H:41]([OH:67])[C@@H:42]([C@@H:44]2[O:49][C@H:48](/[CH:50]=[CH:51]/[CH3:52])[C@@H:47]([CH3:53])[C@H:46]([OH:54])[CH2:45]2)[CH3:43])[CH3:40])[C@@H:23]([O:68][CH3:69])[CH:22]=[CH:21][CH:20]=[C:19]([CH3:70])[CH2:18][C@@H:17]([CH3:71])[C@@H:16]1[OH:72] |f:0.1,3.4,5.6|. Reported procedure: 350 mg (1.83 mmol, 3 equiv.) of toluenesulfonic acid monohydrate (recrystallised from CHCl3) are added to a solution of 467 mg of 21-deoxyconcanamycin A (0.55 mmol) in 55 ml of CH3CN/H2O (5:1) and the reaction mixture is stirred at 38° C. for 12 hours. For working-up, the reaction mixture is cooled to 0° C. and 50 ml of saturated NaHCO3 solution are added; the organic solvent is removed in vacuo and the aqueous phase is extracted with CHCl3. TLC monitoring on silica gel (eluant: EtOAc/hexane 1:1... Reactants: ClCCCl, O=C(O)CCC1=CCCN(Cc2ccccc2)C1=O, Nc1ccccn1. The product is O=C(CCC1=CCCN(Cc2ccccc2)C1=O)Nc1ccccn1. Reaction SMILES: [CH2:27]([Cl:28])[CH2:29][Cl:30].[CH2:8]([c:9]1[cH:10][cH:11][cH:12][cH:13][cH:14]1)[N:15]1[C:16](=[O:26])[C:17]([CH2:21][CH2:22][C:23](=[O:24])[OH:25])=[CH:18][CH2:19][CH2:20]1.[n:1]1[c:2]([NH2:7])[cH:3][cH:4][cH:5][cH:6]1>>[n:1]1[c:2]([NH:7][C:23]([CH2:22][CH2:21][C:17]2=[CH:18][CH2:19][CH2:20][N:15]([CH2:8][c:9]3[cH:10][cH:11][cH:12][cH:13][cH:14]3)[C:16]2=[O:26])=[O:24])[cH:3][cH:4][cH:5][cH:6]1. Starting materials: C(C1=CC=CC=C1)(=O)[O-] (benzoate), C(C)(C)(C)C=1C=C(C(=O)OC2=CC(=C(C=C2)Cl)[N+](=O)[O-])C=C(C1O)C(C)(C)C (4-Chloro-3-nitrophenyl 3,5-di-t-butyl-4-hydroxybenzoate), C(C)(C)(C)C=1C=C(C(=O)Cl)C=C(C1O)C(C)(C)C (3,5-di-t-butyl-4-hydroxybenzoyl chloride). Solvent: ClCCl (dichloromethane). Product: C(C)(C)(C)C=1C=C(C(=O)OCCC(=O)OC2=CC(=C(C=C2)Cl)[N+](=O)[O-])C=C(C1O)C(C)(C)C (2-(4-Chloro-3-nitrophenylcarboxy)ethyl 3,5-di-t-butyl-4-hydroxybenzoate). Yield: 86.0%. RXN SMILES: C([O-])(=[O:8])C1C=CC=CC=1.C(C1C=[C:16]([CH:30]=C(C(C)(C)C)C=1O)[C:17]([O:19][C:20]1[CH:25]=[CH:24][C:23]([Cl:26])=[C:22]([N+:27]([O-:29])=[O:28])[CH:21]=1)=[O:18])(C)(C)C.[C:38]([C:42]1[CH:43]=[C:44]([CH:48]=[C:49]([C:52]([CH3:55])([CH3:54])[CH3:53])[C:50]=1[OH:51])[C:45](Cl)=[O:46])([CH3:41])([CH3:40])[CH3:39]>ClCCl>[C:38]([C:42]1[CH:43]=[C:44]([CH:48]=[C:49]([C:52]([CH3:55])([CH3:54])[CH3:53])[C:50]=1[OH:51])[C:45]([O:8][CH2:30][CH2:16][C:17]([O:19][C:20]1[CH:25]=[CH:24][C:23]([Cl:26])=[C:22]([N+:27]([O-:29])=[O:28])[CH:21]=1)=[O:18])=[O:46])([CH3:41])([CH3:40])[CH3:39]. Reported procedure: A solution of the benzoate (13.7 g, 55.9 mmole) from (a) and 3,5-di-t-butyl-4-hydroxybenzoyl chloride (15.0 g, 55.9 mmole) in dichloromethane (50 ml) were heated under reflux for 42 hours. The solvent was removed by rotary evaporation, and the residue crystallized from 10% toluene in hexane, to give the product (22.9 g, 86%) as a white solid. m.p. 106°-108° C. The reactants are CC(C)(C)OC(=O)N1CCN(c2cc([N+](=O)[O-])ccc2OC(F)(F)F)CC1, CCOC(C)=O, CC(=O)O. Yields the product CC(C)(C)OC(=O)N1CCN(c2cc(N)ccc2OC(F)(F)F)CC1. RXN SMILES: [C:1]([CH3:2])([CH3:3])([CH3:4])[O:5][C:6](=[O:7])[N:8]1[CH2:9][CH2:10][N:11]([c:14]2[c:15]([O:23][C:24]([F:25])([F:26])[F:27])[cH:16][cH:17][c:18]([N+:20]([O-:21])=[O:22])[cH:19]2)[CH2:12][CH2:13]1.[CH3:28][CH2:29][O:30][C:31](=[O:32])[CH3:33].[CH3:34][C:35](=[O:36])[OH:37]>>[C:1]([CH3:2])([CH3:3])([CH3:4])[O:5][C:6](=[O:7])[N:8]1[CH2:9][CH2:10][N:11]([c:14]2[c:15]([O:23][C:24]([F:25])([F:26])[F:27])[cH:16][cH:17][c:18]([NH2:20])[cH:19]2)[CH2:12][CH2:13]1. Reactants: C1CCOC1, CC(C)(C)OC(=O)N=NC(=O)OC(C)(C)C, Oc1ccccc1, CC(C)(C)OC(=O)N1C(CO)COC1(C)C, c1ccc(P(c2ccccc2)c2ccccc2)cc1. The product is CC(C)(C)OC(=O)N1C(COc2ccccc2)COC1(C)C. As a reaction SMILES: [CH2:59]1[O:60][CH2:61][CH2:62][CH2:63]1.[N:43]([C:44]([O:45][C:46]([CH3:47])([CH3:48])[CH3:49])=[O:50])=[N:51][C:52]([O:53][C:54]([CH3:55])([CH3:56])[CH3:57])=[O:58].[OH:17][c:18]1[cH:19][cH:20][cH:21][cH:22][cH:23]1.[OH:1][CH2:2][CH:3]1[N:4]([C:10](=[O:11])[O:12][C:13]([CH3:14])([CH3:15])[CH3:16])[C:5]([CH3:8])([CH3:9])[O:6][CH2:7]1.[c:24]1([P:25]([c:26]2[cH:27][cH:28][cH:29][cH:30][cH:31]2)[c:32]2[cH:33][cH:34][cH:35][cH:36][cH:37]2)[cH:38][cH:39][cH:40][cH:41][cH:42]1>>[O:1]([CH2:2][CH:3]1[N:4]([C:10](=[O:11])[O:12][C:13]([CH3:14])([CH3:15])[CH3:16])[C:5]([CH3:8])([CH3:9])[O:6][CH2:7]1)[c:18]1[cH:19][cH:20][cH:21][cH:22][cH:23]1. Reactants: [BH3-]C#N, CCC1CNc2ccc([N+](=O)[O-])cc2O1, [Na+]. Yields the product CCC1CN(C)c2ccc([N+](=O)[O-])cc2O1. Reaction SMILES: [C:16]([BH3-:17])#[N:18].[CH2:1]([CH3:2])[CH:3]1[O:4][c:5]2[c:6]([cH:9][cH:10][c:11]([N+:13](=[O:14])[O-:15])[cH:12]2)[NH:7][CH2:8]1.[Na+:19]>>[CH2:1]([CH3:2])[CH:3]1[O:4][c:5]2[c:6]([cH:9][cH:10][c:11]([N+:13](=[O:14])[O-:15])[cH:12]2)[N:7]([CH3:16])[CH2:8]1.